The task is: describe an organic reaction: reactants, conditions, products, and yield. This data is from the Open Reaction Database (ORD), a public repository of structured organic reaction records. Starting materials: C1COCCN1, CC(C)CN1CCN2CCN(CC(C)C)P1N(CC(C)C)CC2, CC(C)(C)[O-], Cc1ccccc1, O=C(C=Cc1ccccc1)C=Cc1ccccc1, COc1ccc(CN(Cc2ccc(OC)cc2)c2ncc(-c3nc(N4CCOCC4)nc4c3CCN4c3ccnc(Cl)c3)cn2)cc1, [Na+], O, [Pd]. The product is COc1ccc(CN(Cc2ccc(OC)cc2)c2ncc(-c3nc(N4CCOCC4)nc4c3CCN4c3ccnc(N4CCOCC4)c3)cn2)cc1. As a reaction SMILES: [CH2:54]1[CH2:55][O:56][CH2:57][CH2:58][NH:59]1.[CH2:60]([N:61]1[CH2:62][CH2:63][N:64]2[CH2:65][CH2:66][N:67]([CH2:68][CH:69]([CH3:70])[CH3:71])[P:72]1[N:73]([CH2:74][CH:75]([CH3:76])[CH3:77])[CH2:78][CH2:79]2)[CH:80]([CH3:81])[CH3:82].[CH3:48][C:49]([CH3:50])([O-:51])[CH3:52].[CH3:83][c:84]1[cH:85][cH:86][cH:87][cH:88][cH:89]1.[CH:90](=[CH:91][C:92]([CH:93]=[CH:94][c:95]1[cH:96][cH:97][cH:98][cH:99][cH:100]1)=[O:101])[c:102]1[cH:103][cH:104][cH:105][cH:106][cH:107]1.[Cl:1][c:2]1[n:3][cH:4][cH:5][c:6]([N:8]2[CH2:9][CH2:10][c:11]3[c:12]2[n:13][c:14]([N:42]2[CH2:43][CH2:44][O:45][CH2:46][CH2:47]2)[n:15][c:16]3-[c:17]2[cH:18][n:19][c:20]([N:23]([CH2:24][c:25]3[cH:26][cH:27][c:28]([O:31][CH3:32])[cH:29][cH:30]3)[CH2:33][c:34]3[cH:35][cH:36][c:37]([O:40][CH3:41])[cH:38][cH:39]3)[n:21][cH:22]2)[cH:7]1.[Na+:53].[OH2:109].[Pd:108]>>[c:2]1([N:59]2[CH2:54][CH2:55][O:56][CH2:57][CH2:58]2)[n:3][cH:4][cH:5][c:6]([N:8]2[CH2:9][CH2:10][c:11]3[c:12]2[n:13][c:14]([N:42]2[CH2:43][CH2:44][O:45][CH2:46][CH2:47]2)[n:15][c:16]3-[c:17]2[cH:18][n:19][c:20]([N:23]([CH2:24][c:25]3[cH:26][cH:27][c:28]([O:31][CH3:32])[cH:29][cH:30]3)[CH2:33][c:34]3[cH:35][cH:36][c:37]([O:40][CH3:41])[cH:38][cH:39]3)[n:21][cH:22]2)[cH:7]1. The reactants are [Si](C1=CC=CC=C1)(C1=CC=CC=C1)(C(C)(C)C)OC1CN(C1)C=1OC=C(N1)C(=O)N1CCOCC1 (3-t-butyldiphenylsilyloxy-1-(4-morpholinocarbonyl-1,3-oxazol-2-yl)azetidine), [F-].C(CCC)[N+](CCCC)(CCCC)CCCC (tetra-n-butylammonium fluoride). Solvent: O1CCCC1 (tetrahydrofuran), O1CCCC1 (tetrahydrofuran). Conditions: time 1.5 hour. The product is OC1CN(C1)C=1OC=C(N1)C(=O)N1CCOCC1 (3-hydroxy-1-(4-morpholinocarbonyl-1,3-oxazol-2-yl)azetidine). Isolated yield 100.6%. As a reaction SMILES: [Si]([O:18][CH:19]1[CH2:22][N:21]([C:23]2[O:24][CH:25]=[C:26]([C:28]([N:30]3[CH2:35][CH2:34][O:33][CH2:32][CH2:31]3)=[O:29])[N:27]=2)[CH2:20]1)(C(C)(C)C)(C1C=CC=CC=1)C1C=CC=CC=1.[F-].C([N+](CCCC)(CCCC)CCCC)CCC>O1CCCC1>[OH:18][CH:19]1[CH2:20][N:21]([C:23]2[O:24][CH:25]=[C:26]([C:28]([N:30]3[CH2:35][CH2:34][O:33][CH2:32][CH2:31]3)=[O:29])[N:27]=2)[CH2:22]1 |f:1.2|. Procedure details: To a solution of 3-t-butyldiphenylsilyloxy-1-(4-morpholinocarbonyl-1,3-oxazol-2-yl)azetidine (730 mg, 1.48 mmol) (obtained as described in Reference Example 72(1)) in anhydrous tetrahydrofuran (37 ml) was added a solution of 1.0 M tetra-n-butylammonium fluoride in tetrahydrofuran (1.78 ml, 1.78 mmol) in an ice bath and the mixture was stirred in an ice bath for 1.5 hours. After checking the completion of the reaction, the reaction mixture was concentrated under reduced pressure. The residue was ... Starting materials: CC1([C@@H]([C@@H]1\C=C/C(OC(C)(C)C)=O)C(=O)OC(C)C1=NC(=CC=C1)OC1=CC=CC=C1)C ((RS)1-(6-phenoxy-2-pyridyl)-ethyl(1R,cis,Z)2,2-dimethyl-3-[3-oxo-3-tert.-butoxy-1-propenyl]-cyclopropane-carboxylate), C1(=CC=C(C=C1)S(=O)(=O)O)C (p-toluene sulfonic acid). Run at temperature 0 celsius. As a reaction SMILES: [CH3:1][C:2]1([CH3:32])[C@@H:4](/[CH:5]=[CH:6]\[C:7](=[O:13])[O:8]C(C)(C)C)[C@H:3]1[C:14]([O:16][CH:17]([C:19]1[CH:24]=[CH:23][CH:22]=[C:21]([O:25][C:26]2[CH:31]=[CH:30][CH:29]=[CH:28][CH:27]=2)[N:20]=1)[CH3:18])=[O:15].C1(C)C=CC(S(O)(=O)=O)=CC=1>C1(C)C=CC=CC=1>[CH3:32][C:2]1([CH3:1])[C@@H:4](/[CH:5]=[CH:6]\[C:7](=[O:8])[OH:13])[C@H:3]1[C:14]([O:16][CH:17]([C:19]1[CH:24]=[CH:23][CH:22]=[C:21]([O:25][C:26]2[CH:31]=[CH:30][CH:29]=[CH:28][CH:27]=2)[N:20]=1)[CH3:18])=[O:15]. Procedure: A mixture of 5.649 g of the product of Step A, 0.5 g of p-toluene sulfonic acid and 70 ml of toluene was refluxed until gas evolution ceased and the mixture was cooled to 0° C. and filtered. The filtrate was evaporated to dryness under reduced pressure to obtain 4.741 g of (RS)1-(6-phenoxy-2-pyridyl)-ethyl(1R,cis,Z)2,2-dimethyl-3-[3-oxo-3-hydroxy-1-propenyl]-cyclopropane-carboxylate. The yield is 96.3%. Product: CC1([C@@H]([C@@H]1\C=C/C(O)=O)C(=O)OC(C)C1=NC(=CC=C1)OC1=CC=CC=C1)C ((RS)1-(6-phenoxy-2-pyridyl)-ethyl(1R,cis,Z)2,2-dimethyl-3-[3-oxo-3-hydroxy-1-propenyl]-cyclopropane-carboxylate). Run in C1(=CC=CC=C1)C (toluene).